Dataset: the Open Reaction Database (ORD), a public repository of structured organic reaction records. Task: describe an organic reaction: reactants, conditions, products, and yield RXN SMILES: C[O:2][C:3](=[O:20])[CH2:4][C:5]1([CH2:18][CH3:19])[CH2:10][CH2:9][CH:8]([CH2:11][CH2:12][CH2:13][CH2:14][CH:15]=[CH2:16])[CH2:7][C:6]1=O.[CH3:21][C:22]1[CH:27]=[CH:26][CH:25]=[CH:24][C:23]=1[NH:28]N>>[CH2:18]([C:5]1([CH2:4][C:3]([OH:2])=[O:20])[C:6]2[NH:28][C:23]3[C:24](=[CH:25][CH:26]=[CH:27][C:22]=3[CH3:21])[C:7]=2[CH:8]([CH2:11][CH2:12][CH2:13][CH2:14][CH:15]=[CH2:16])[CH2:9][CH2:10]1)[CH3:19]. Reported procedure: The title compound was prepared from 1-ethyl-4-(5-hexenyl)-2-oxocyclohexaneacetic acid methyl ester (isomer B) and 2-methylphenylhydrazine as described in Example 1, m.p. 111°-112° C. Product: C(C)C1(CCC(C=2C3=CC=CC(=C3NC12)C)CCCCC=C)CC(=O)O (1-Ethyl-4-(5-hexenyl)-2,3,4,9-tetrahydro-8-methyl-1H-carbazole-1-acetic Acid). The reactants are COC(CC1(C(CC(CC1)CCCCC=C)=O)CC)=O (1-ethyl-4-(5-hexenyl)-2-oxocyclohexaneacetic acid methyl ester), CC1=C(C=CC=C1)NN (2-methylphenylhydrazine). The reactants are C(C)(C)(C)OC(=O)NC=1SC=C(N1)/C(/C(=O)C1[C@@H]2N(C(=C(C(S2)N)CSC2=NN=NN2C)C(=O)OC(C)(C)C)C1=O)=C/S(=O)(=O)C (Tert.-butyl Z-7-(2-(2-tert.-butoxycarbonylaminothiazol-4-yl)-3-methylsulphonylprop-2-enoyl)-amino-3-(1-methyl-1-H-tetrazol-5-yl)thiomethyl-3-cephem-4-carboxylate), FC(C(=O)O)(F)F (trifluoroacetic acid). The product is FC(C(=O)O)(F)F.NC=1SC=C(N1)/C(/C(=O)C1[C@@H]2N(C(=C(C(S2)N)CSC2=NN=NN2C)C(=O)O)C1=O)=C/S(=O)(=O)C (Z-7-(2-(2-Aminothiazol-4-yl)-3-methylsulphonylprop-2-enoyl)-amino-3-(1-methyl-1-H-tetrazol-5-yl)thiomethyl-3-cephem-4-carboxylic acid trifluoroacetate). Reaction SMILES: C(OC([NH:8][C:9]1[S:10][CH:11]=[C:12](/[C:14](=[CH:42]/[S:43]([CH3:46])(=[O:45])=[O:44])/[C:15]([CH:17]2[C:40](=[O:41])[N:19]3[C:20]([C:33]([O:35]C(C)(C)C)=[O:34])=[C:21]([CH2:25][S:26][C:27]4[N:31]([CH3:32])[N:30]=[N:29][N:28]=4)[CH:22]([NH2:24])[S:23][C@H:18]23)=[O:16])[N:13]=1)=O)(C)(C)C.[F:47][C:48]([F:53])([F:52])[C:49]([OH:51])=[O:50]>>[F:47][C:48]([F:53])([F:52])[C:49]([OH:51])=[O:50].[NH2:8][C:9]1[S:10][CH:11]=[C:12](/[C:14](=[CH:42]/[S:43]([CH3:46])(=[O:45])=[O:44])/[C:15]([CH:17]2[C:40](=[O:41])[N:19]3[C:20]([C:33]([OH:35])=[O:34])=[C:21]([CH2:25][S:26][C:27]4[N:31]([CH3:32])[N:30]=[N:29][N:28]=4)[CH:22]([NH2:24])[S:23][C@H:18]23)=[O:16])[N:13]=1 |f:2.3|. Procedure: When the product prepared in Example 6 is treated with trifluoroacetic acid as described in Example 5, the title compound is obtained. Reactants: N#CCC(=O)O, CC(=O)[O-], Cc1ccccc1, COc1ccc(C=O)cc1, [NH4+], O, O=c1cccc[nH]1. Yields the product COc1ccc(C=C(C#N)C(=O)O)cc1. RXN SMILES: [C:16](#[N:17])[CH2:18][C:19](=[O:20])[OH:21].[CH3:12][C:13](=[O:14])[O-:15].[CH3:29][c:30]1[cH:31][cH:32][cH:33][cH:34][cH:35]1.[CH:1]([c:2]1[cH:3][cH:4][c:5]([O:8][CH3:9])[cH:6][cH:7]1)=[O:10].[NH4+:11].[OH2:36].[nH:22]1[cH:23][cH:24][cH:25][cH:26][c:27]1=[O:28]>>[CH:1]([c:2]1[cH:3][cH:4][c:5]([O:8][CH3:9])[cH:6][cH:7]1)=[C:18]([C:16]#[N:17])[C:19](=[O:20])[OH:21]. Starting materials: C1CCOC1, CN1CCN(c2ccc(N)cc2)CC1, CCn1nc(C)cc1C(=O)Nc1ccc(C(=O)c2ccc3c(c2)NC(=O)C3=CO)cc1. Product: CCn1nc(C)cc1C(=O)Nc1ccc(C(=O)c2ccc3c(c2)NC(=O)C3=CNc2ccc(N3CCN(C)CC3)cc2)cc1. As a reaction SMILES: [CH2:46]1[O:47][CH2:48][CH2:49][CH2:50]1.[CH3:32][N:33]1[CH2:34][CH2:35][N:36]([c:39]2[cH:40][cH:41][c:42]([NH2:45])[cH:43][cH:44]2)[CH2:37][CH2:38]1.[OH:1][CH:2]=[C:3]1[C:4](=[O:31])[NH:5][c:6]2[cH:7][c:8]([C:12](=[O:13])[c:14]3[cH:15][cH:16][c:17]([NH:20][C:21](=[O:22])[c:23]4[n:24]([CH2:29][CH3:30])[n:25][c:26]([CH3:28])[cH:27]4)[cH:18][cH:19]3)[cH:9][cH:10][c:11]21>>[CH:2](=[C:3]1[C:4](=[O:31])[NH:5][c:6]2[cH:7][c:8]([C:12](=[O:13])[c:14]3[cH:15][cH:16][c:17]([NH:20][C:21](=[O:22])[c:23]4[n:24]([CH2:29][CH3:30])[n:25][c:26]([CH3:28])[cH:27]4)[cH:18][cH:19]3)[cH:9][cH:10][c:11]21)[NH:45][c:42]1[cH:41][cH:40][c:39]([N:36]2[CH2:35][CH2:34][N:33]([CH3:32])[CH2:38][CH2:37]2)[cH:44][cH:43]1. The reactants are CCOC(=O)CCCCCCBr, O=C([O-])[O-], O=C([O-])[O-], CC(=O)CC(C)=O, CC#N, CS(C)=O, CCOC(C)=O, Cl, [Cs+], [Cs+], [K+], [K+]. Product: CCOC(=O)CCCCCCC(C(C)=O)C(C)=O. As a reaction SMILES: [Br:8][CH2:9][CH2:10][CH2:11][CH2:12][CH2:13][CH2:14][C:15](=[O:16])[O:17][CH2:18][CH3:19].[C:20](=[O:21])([O-:22])[O-:23].[C:26](=[O:27])([O-:28])[O-:29].[CH3:1][C:2](=[O:3])[CH2:4][C:5]([CH3:6])=[O:7].[CH3:33][C:34]#[N:35].[CH3:36][S:37]([CH3:38])=[O:39].[CH3:40][CH2:41][O:42][C:43](=[O:44])[CH3:45].[ClH:32].[Cs+:30].[Cs+:31].[K+:24].[K+:25]>>[CH3:1][C:2](=[O:3])[CH:4]([C:5]([CH3:6])=[O:7])[CH2:9][CH2:10][CH2:11][CH2:12][CH2:13][CH2:14][C:15](=[O:16])[O:17][CH2:18][CH3:19].